describe an organic reaction: reactants, conditions, products, and yield From a dataset of the Open Reaction Database (ORD), a public repository of structured organic reaction records. The reactants are CN(C)C=O, FC(F)(F)c1ccc(CCl)cc1Cl, N#CC(C#N)CCC(F)(F)F, [H-], [Na+]. Product: N#CC(C#N)(CCC(F)(F)F)Cc1ccc(C(F)(F)F)c(Cl)c1. Reaction SMILES: [CH3:27][N:28]([CH3:29])[CH:30]=[O:31].[Cl:1][c:2]1[cH:3][c:4]([CH2:5][Cl:6])[cH:7][cH:8][c:9]1[C:10]([F:11])([F:12])[F:13].[F:16][C:17]([CH2:18][CH2:19][CH:20]([C:21]#[N:22])[C:23]#[N:24])([F:25])[F:26].[H-:14].[Na+:15]>>[Cl:1][c:2]1[cH:3][c:4]([CH2:5][C:20]([CH2:19][CH2:18][C:17]([F:16])([F:25])[F:26])([C:21]#[N:22])[C:23]#[N:24])[cH:7][cH:8][c:9]1[C:10]([F:11])([F:12])[F:13]. Reactants: BrC1=CC(=NC=C1)OCC1=C(C=CC=C1F)F (4-Bromo-2-[(2,6-difluorobenzyl)oxy]pyridine), ClCCl (dichloromethane), C([O-])([O-])=O.[Cs+].[Cs+] (caesium carbonate), C(C)B(O)O (ethylboronic acid). Run in O1CCOCC1 (1,4-dioxane), O (water). Reaction conditions: temperature 100 celsius, time 18 hour. Product: FC1=C(COC2=NC=CC(=C2)CC)C(=CC=C1)F (2-[(2,6-Difluorobenzyl)oxy]-4-ethylpyridine). The yield is 41.0%. RXN SMILES: Br[C:2]1[CH:7]=[CH:6][N:5]=[C:4]([O:8][CH2:9][C:10]2[C:15]([F:16])=[CH:14][CH:13]=[CH:12][C:11]=2[F:17])[CH:3]=1.C(=O)([O-])[O-].[Cs+].[Cs+].[CH2:24](B(O)O)[CH3:25].ClCCl>O1CCOCC1.O>[F:17][C:11]1[CH:12]=[CH:13][CH:14]=[C:15]([F:16])[C:10]=1[CH2:9][O:8][C:4]1[CH:3]=[C:2]([CH2:24][CH3:25])[CH:7]=[CH:6][N:5]=1 |f:1.2.3|. Reported procedure: A solution of 3.8 g (9.24 mmol, 73% purity) of 4-bromo-2-[(2,6-difluorobenzyl)oxy]pyridine (Example 145A) in 54 ml of 1,4-dioxane and 13 ml of water was degassed under argon for 10 minutes. The solution was admixed with 9.04 g (27.73 mmol) of caesium carbonate, 0.82 g (11.09 mmol) of ethylboronic acid (CAS: 4433-63-0) and 0.75 g (0.924 mmol) of (1,1)-bis(diphenylphosphino)ferrocenedichloropalladium(II) complex with dichloromethane (CAS: 95464-05-4). The reaction vessel was closed and the content... Starting materials: N(=[N+]=[N-])C(CN1N=C2C=3C(=CC(=CC13)OCC1=CC=CC=C1)CCC2)C (1-(2-Azidopropyl)-7-benzyloxy-1,3,4,5-tetrahydro-benzo[cd]indazole), C1(=C(C(=C(C(=C1F)F)F)N)F)N.Cl.Cl (dihydrochloride), C(=O)[O-].[NH4+] (ammonium formate). Reagents/catalysts: [Pd] (Pd/C). Run in C(C)O (ethanol). Run at time 24 hour. Yields the product NC(CN1N=C2CCCC=3C2=C1C=C(C3)O)C (2-(2-Aminopropyl)-2,6,7,8-tetrahydro-benzo[cd]indazol-4-ol). As a reaction SMILES: [N:1]([CH:4]([CH3:26])[CH2:5][N:6]1[C:14]2[CH:13]=[C:12]([O:15]CC3C=CC=CC=3)[CH:11]=[C:10]3[CH2:23][CH2:24][CH2:25][C:8]([C:9]=23)=[N:7]1)=[N+]=[N-].C([O-])=O.[NH4+].C1(N)C(F)=C(F)C(F)=C(N)C=1F.Cl.Cl>C(O)C.[Pd]>[NH2:1][CH:4]([CH3:26])[CH2:5][N:6]1[C:14]2[CH:13]=[C:12]([OH:15])[CH:11]=[C:10]3[C:9]=2[C:8]([CH2:25][CH2:24][CH2:23]3)=[N:7]1 |f:1.2,3.4.5|. Procedure details: To a solution of the product from Step G (0.74 g, 2.2 mmol) in ethanol under a nitrogen atmosphere at room temperature was added Pd/C (10%, 0.10 g) followed by ammonium formate (0.54 g, 8.5 mmol). This suspension was stirred for 24 h at room temperature followed by filtration through a filter-aide. The filtrate was evaporated to a residue that was purified by column chromatography (silica, 5% to 20% gradient of methanol in dichloromethane) to give a solid that was converted to the dihydrochlorid... Solvent: ClCCl (dichloromethane). The product is BrCC1=CC=C(C=C1)CCOC1=C(C=C(C=C1Cl)C)Cl (2-{2-[4-(Bromomethyl)phenyl]ethoxy}-1,3-dichloro-5-methylbenzene). Reaction SMILES: [Br-:1].[Br-].C1(P(C2C=CC=CC=2)C2C=CC=CC=2)C=CC=CC=1.CCN(C(C)C)C(C)C.[Cl:31][C:32]1[CH:48]=[C:47]([CH3:49])[CH:46]=[C:45]([Cl:50])[C:33]=1[O:34][CH2:35][CH2:36][C:37]1[CH:42]=[CH:41][C:40]([CH2:43]O)=[CH:39][CH:38]=1>ClCCl>[Br:1][CH2:43][C:40]1[CH:41]=[CH:42][C:37]([CH2:36][CH2:35][O:34][C:33]2[C:32]([Cl:31])=[CH:48][C:47]([CH3:49])=[CH:46][C:45]=2[Cl:50])=[CH:38][CH:39]=1 |f:0.1.2|. Run at time 2 hour. Reported procedure: To a solution of triphenylphosphine dibromide (1.2 eq.) and Hunig's base (2 eq.) in dichloromethane (0.09 M) was added, dropwise over 5 min, {4-[2-(2,6-dichloro-4-methylphenoxy)ethyl]phenyl}methanol prepared in the previous step (1 eq.). The resulting mixture was stirred at RT for 2 h and then concentrated in vacuo. The residue was suspended in a 10:1 (v/v) Hex:ether solution and filtered through a pad of SiO2. The filtrate was concentrated in vacuo to afford the title compound as a white solid. The reactants are [Br-].[Br-].C1(=CC=CC=C1)P(C1=CC=CC=C1)C1=CC=CC=C1 (triphenylphosphine dibromide), CCN(C(C)C)C(C)C (Hunig's base), ClC1=C(OCCC2=CC=C(C=C2)CO)C(=CC(=C1)C)Cl ({4-[2-(2,6-dichloro-4-methylphenoxy)ethyl]phenyl}methanol). Reactants: [H-].[Na+] (sodium hydride), FC1CNCC1 (3-fluoropyrrolidine), C(#N)C=1C=C(C=CC1F)C1=NC(=NO1)C1=C2C=CN=C(C2=CC=C1)CCC(=O)OC(C)(C)C (1,1-Dimethylethyl 3-{5-[5-(3-cyano-4-fluorophenyl)-1,2,4-oxadiazol-3-yl]-1-isoquinolinyl}propanoate), [H-].[Na+] (sodium hydride). Solvent: CN(C)C=O (DMF). Reaction conditions: time 10 minute. Product: C(#N)C=1C=C(C=CC1N1CC(CC1)F)C1=NC(=NO1)C1=C2C=CN=C(C2=CC=C1)CCC(=O)OC(C)(C)C (1,1-Dimethylethyl 3-(5-{5-[3-cyano-4-(3-fluoro-1-pyrrolidinyl)phenyl]-1,2,4-oxadiazol-3-yl}-1-isoquinolinyl)propanoate). Yield: 21.0%. As a reaction SMILES: [F:1][CH:2]1[CH2:6][CH2:5][NH:4][CH2:3]1.[H-].[Na+].[C:9]([C:11]1[CH:12]=[C:13]([C:18]2[O:22][N:21]=[C:20]([C:23]3[CH:32]=[CH:31][CH:30]=[C:29]4[C:24]=3[CH:25]=[CH:26][N:27]=[C:28]4[CH2:33][CH2:34][C:35]([O:37][C:38]([CH3:41])([CH3:40])[CH3:39])=[O:36])[N:19]=2)[CH:14]=[CH:15][C:16]=1F)#[N:10]>CN(C=O)C>[C:9]([C:11]1[CH:12]=[C:13]([C:18]2[O:22][N:21]=[C:20]([C:23]3[CH:32]=[CH:31][CH:30]=[C:29]4[C:24]=3[CH:25]=[CH:26][N:27]=[C:28]4[CH2:33][CH2:34][C:35]([O:37][C:38]([CH3:41])([CH3:40])[CH3:39])=[O:36])[N:19]=2)[CH:14]=[CH:15][C:16]=1[N:4]1[CH2:5][CH2:6][CH:2]([F:1])[CH2:3]1)#[N:10] |f:1.2|. Reported procedure: A solution of 3-fluoropyrrolidine (Anichem Product List; 16.39 mg, 0.130 mmol) in DMF (2.5 ml) was cooled in an ice bath and sodium hydride (6.89 mg, 0.172 mmol) was added. The mixture was stirred for 10 mins then 1,1-dimethylethyl 3-{5-[5-(3-cyano-4-fluorophenyl)-1,2,4-oxadiazol-3-yl]-1-isoquinolinyl}propanoate (D50; 58 mg, 0.130 mmol) was added. The ice bath was removed and the solution was stirred at room temperature for 3 hrs. Further sodium hydride (3.13 mg, 0.078 mmol) was added and the re... Starting materials: C1CCOC1, Cl, COC(=O)c1cccnc1N, [Na+], [OH-]. Yields the product Nc1ncccc1C(=O)O. As a reaction SMILES: [CH2:15]1[O:16][CH2:17][CH2:18][CH2:19]1.[ClH:14].[NH2:1][c:2]1[c:3]([C:4](=[O:5])[O:6][CH3:7])[cH:8][cH:9][cH:10][n:11]1.[Na+:13].[OH-:12]>>[NH2:1][c:2]1[c:3]([C:4](=[O:5])[OH:6])[cH:8][cH:9][cH:10][n:11]1. The reactants are solution, CC[Mg+].[Br-] (EtMgBr), solution, (tBu3P)2, IC1=C(C#N)C=CC(=C1)OC1=NC=C(C=N1)[N+](=O)[O-] (2-iodo-4-[(5-nitro-2-pyrimidinyl)oxy]benzonitrile), Pd(tBu3P)2, IC1=C(C#N)C=CC(=C1)OC1=NC=C(C=N1)[N+](=O)[O-] (2-iodo-4-[(5-nitro-2-pyrimidinyl)oxy]benzonitrile). The reagents and catalysts are [Cl-].[Cl-].[Zn+2] (ZnCl2). Solvent: C1CCOC1 (THF), C1CCOC1 (THF), C1CCOC1 (THF). Run at time 1 hour. Yields the product C(C)C1=C(C#N)C=CC(=C1)OC1=NC=C(C=N1)[N+](=O)[O-] (2-ethyl-4-[(5-nitro-2-pyrimidinyl)oxy]benzonitrile). Reaction SMILES: [CH3:1][CH2:2][Mg+].[Br-].I[C:6]1[CH:13]=[C:12]([O:14][C:15]2[N:20]=[CH:19][C:18]([N+:21]([O-:23])=[O:22])=[CH:17][N:16]=2)[CH:11]=[CH:10][C:7]=1[C:8]#[N:9]>C1COCC1.[Cl-].[Cl-].[Zn+2]>[CH2:1]([C:6]1[CH:13]=[C:12]([O:14][C:15]2[N:20]=[CH:19][C:18]([N+:21]([O-:23])=[O:22])=[CH:17][N:16]=2)[CH:11]=[CH:10][C:7]=1[C:8]#[N:9])[CH3:2] |f:0.1,4.5.6|. Procedure details: In a flamed 2-necked flask, under N2, to a solution of ZnCl2 (0.82 mL of a 0.5 M solution on THF, 0.41 mmol) in 1.0 mL of THF, cooled at −15° C., EtMgBr (0.41 mL of a 1.0 M solution in THF, 0.41 mmol) was slowly added and the reaction mixture was stirred at that temperature for 1 h. Then Pd(tBu3P)2 (7.0 mg, 0.03 mmol) was added, followed by 2-iodo-4-[(5-nitro-2-pyrimidinyl)oxy]benzonitrile (Intermediate 121, 50.0 mg) in THF (1.0 mL) and the reaction mixture was stirred at −15° C. for 1 h and the...